Dataset: the Open Reaction Database (ORD), a public repository of structured organic reaction records. Task: describe an organic reaction: reactants, conditions, products, and yield Reactants: C(C1=CC=CC=C1)OC(=O)NCC(=O)O (benzyloxycarbonyl-glycine), C1(CCCCC1)N=C=NC1CCCCC1 (dicyclohexyl carbodiimide), CN1C(CN(C(C2=C1C=CC(=C2)Cl)C2=CC=CC=C2)N)=O (1-methyl-4-amino-5-phenyl-7-chloro-1,3,4,5-tetrahydro-2H-1,4-benzodiazepine-2-one). Run in C(C)(=O)OCC (ethyl acetate). Run at time 8 hour. Product: CN1C(CN(C(C2=C1C=CC(=C2)Cl)C2=CC=CC=C2)NC(CNC(=O)OCC2=CC=CC=C2)=O)=O (1-methyl-4-(N-benzyloxycarbonyl-glycylamino)-5-phenyl-7-chloro-1,3,4,5-tetrahydro-2H-1,4-benzodiazepine-2-one). The yield is 72.0%. RXN SMILES: [CH2:1]([O:8][C:9]([NH:11][CH2:12][C:13]([OH:15])=O)=[O:10])[C:2]1[CH:7]=[CH:6][CH:5]=[CH:4][CH:3]=1.C1(N=C=NC2CCCCC2)CCCCC1.[CH3:31][N:32]1[C:38]2[CH:39]=[CH:40][C:41]([Cl:43])=[CH:42][C:37]=2[CH:36]([C:44]2[CH:49]=[CH:48][CH:47]=[CH:46][CH:45]=2)[N:35]([NH2:50])[CH2:34][C:33]1=[O:51]>C(OCC)(=O)C>[CH3:31][N:32]1[C:38]2[CH:39]=[CH:40][C:41]([Cl:43])=[CH:42][C:37]=2[CH:36]([C:44]2[CH:49]=[CH:48][CH:47]=[CH:46][CH:45]=2)[N:35]([NH:50][C:13](=[O:15])[CH2:12][NH:11][C:9]([O:8][CH2:1][C:2]2[CH:3]=[CH:4][CH:5]=[CH:6][CH:7]=2)=[O:10])[CH2:34][C:33]1=[O:51]. Procedure: 4.2 g. (0.02 moles) of benzyloxycarbonyl-glycine and 4.0 g. (0.02 moles) of dicyclohexyl carbodiimide are added to a solution of 6.0 g. (0.02 moles) of 1-methyl-4-amino-5-phenyl-7-chloro-1,3,4,5-tetrahydro-2H-1,4-benzodiazepine-2-one in 200 ml. of ethyl acetate. The reaction mixture is stirred at room temperature overnight, thereafter the separated dicyclohexyl urea is filtered off, and the filtrate is evaporated under reduced pressure. The residue is admixed with acetonitrile, the solution is b...